This data is from the Open Reaction Database (ORD), a public repository of structured organic reaction records. The task is: describe an organic reaction: reactants, conditions, products, and yield Reaction conditions: temperature 90 celsius, time 6 hour. Yields the product C(CCC)OC1=CC(=CC=C1)OCCCC (1,3-dibutoxybenzene). Procedure details: 25.5 g of butyl bromide was added to a 150 mL acetone solution of 26.4 g of potassium carbonate and 10.0 g of resorcinol, after which the reaction mixture was stirred for 6 hours at 90° C. 100 mL of a saturated ammonium chloride aqueous solution was poured into the reaction solution under stirring, following by 30 minutes more stirring, after which the solvent was distilled off under reduced pressure. 200 mL of water was added, after which extraction was performed with ethyl acetate (200 mL×3). ... As a reaction SMILES: [CH2:1](Br)[CH2:2][CH2:3][CH3:4].[C:6](=[O:9])([O-])[O-].[K+].[K+].[C:12]1([CH:19]=[CH:18][CH:17]=[C:15]([OH:16])[CH:14]=1)O.[Cl-].[NH4+].[CH3:22][C:23]([CH3:25])=O>>[CH2:1]([O:16][C:15]1[CH:17]=[CH:18][CH:19]=[C:12]([O:9][CH2:6][CH2:22][CH2:23][CH3:25])[CH:14]=1)[CH2:2][CH2:3][CH3:4] |f:1.2.3,5.6|. The reactants are C(CCC)Br (butyl bromide), C([O-])([O-])=O.[K+].[K+] (potassium carbonate), C1(O)=CC(O)=CC=C1 (resorcinol), CC(=O)C (acetone), [Cl-].[NH4+] (ammonium chloride). Reactants: FC(C1=C(C(=O)Cl)C=CC=C1)(F)F (2-trifluoromethylbenzoyl chloride), C1(CC1)CCNC(=O)C=1N=NC(=CC1)N1CCNCC1 (6-piperazin-1-yl-pyridazine-3-carboxylic acid (2-cyclopropylethyl)amide). Yields the product C1(CC1)CCNC(=O)C=1N=NC(=CC1)N1CCN(CC1)C(C1=C(C=CC=C1)C(F)(F)F)=O (6-[4-(2-TRIFLUOROMETHYLBENZOYL)PIPERAZIN-1-YL]PYRIDAZINE-3-CARBOXYLIC ACID (2-CYCLOPROPYLETHYL)AMIDE), solid. The yield is 92.0%. Reaction SMILES: [F:1][C:2]([F:13])([F:12])[C:3]1[CH:11]=[CH:10][CH:9]=[CH:8][C:4]=1[C:5](Cl)=[O:6].[CH:14]1([CH2:17][CH2:18][NH:19][C:20]([C:22]2[N:23]=[N:24][C:25]([N:28]3[CH2:33][CH2:32][NH:31][CH2:30][CH2:29]3)=[CH:26][CH:27]=2)=[O:21])[CH2:16][CH2:15]1>>[CH:14]1([CH2:17][CH2:18][NH:19][C:20]([C:22]2[N:23]=[N:24][C:25]([N:28]3[CH2:33][CH2:32][N:31]([C:5](=[O:6])[C:4]4[CH:8]=[CH:9][CH:10]=[CH:11][C:3]=4[C:2]([F:13])([F:12])[F:1])[CH2:30][CH2:29]3)=[CH:26][CH:27]=2)=[O:21])[CH2:16][CH2:15]1. Procedure details: Following the procedure of Example 3, making variations only as required to use 2-trifluoromethylbenzoyl chloride in place of isoxazole-5-carbonyl chloride to react with 6-piperazin-1-yl-pyridazine-3-carboxylic acid (2-cyclopropylethyl)amide, the title compound was obtained as a white solid (92%). m.p. 95-98° C. 1H NMR (300 MHz, CDCl3) δ 8.05, 7.96, 7.74, 7.65-7.52, 7.35, 6.99, 4.08-3.22, 1.55-1.46, 0.80-0.67, 0.48-0.42, 0.10-0.07. 13C NMR (75 MHz, CDCl3) δ 167.6, 162.9, 160.0, 145.4, 134.2, 132... The reactants are COC(=O)c1ccc(C(C)NC(=O)c2cc(Cl)cnc2Cl)cc1, Oc1cccc(-c2cccnc2)c1. Yields the product COC(=O)c1ccc(C(C)NC(=O)c2cc(Cl)cnc2Oc2cccc(-c3cccnc3)c2)cc1. As a reaction SMILES: [Cl:1][c:2]1[n:3][cH:4][c:5]([Cl:23])[cH:6][c:7]1[C:8](=[O:9])[NH:10][CH:11]([CH3:12])[c:13]1[cH:14][cH:15][c:16]([C:17](=[O:18])[O:19][CH3:20])[cH:21][cH:22]1.[n:24]1[cH:25][c:26](-[c:30]2[cH:31][c:32]([OH:36])[cH:33][cH:34][cH:35]2)[cH:27][cH:28][cH:29]1>>[c:2]1([O:36][c:32]2[cH:31][c:30](-[c:26]3[cH:25][n:24][cH:29][cH:28][cH:27]3)[cH:35][cH:34][cH:33]2)[n:3][cH:4][c:5]([Cl:23])[cH:6][c:7]1[C:8](=[O:9])[NH:10][CH:11]([CH3:12])[c:13]1[cH:14][cH:15][c:16]([C:17](=[O:18])[O:19][CH3:20])[cH:21][cH:22]1. The reactants are BrBr (bromine), C(C)(=O)OCC (ethyl acetate), C(#N)C1=C(C=CC=C1)C=1C=C2C=CNC2=CC1 (5-(2-Cyanophenyl)indole). Run in CN(C)C=O (DMF), [Cl-].[Na+].O (brine), CN(C)C=O (DMF). Product: BrC1=CNC2=CC=C(C=C12)C1=C(C=CC=C1)C#N (3-bromo-5-(2-cyanophenyl) indole). The yield is 92.7%. As a reaction SMILES: [C:1]([C:3]1[CH:8]=[CH:7][CH:6]=[CH:5][C:4]=1[C:9]1[CH:10]=[C:11]2[C:15](=[CH:16][CH:17]=1)[NH:14][CH:13]=[CH:12]2)#[N:2].[Br:18]Br.C(OCC)(=O)C>CN(C=O)C.[Cl-].[Na+].O>[Br:18][C:12]1[C:11]2[C:15](=[CH:16][CH:17]=[C:9]([C:4]3[CH:5]=[CH:6][CH:7]=[CH:8][C:3]=3[C:1]#[N:2])[CH:10]=2)[NH:14][CH:13]=1 |f:4.5.6|. Procedure: 5-(2-Cyanophenyl)indole (1.38 mmoles, 300 mg)was dissolved in DMF (1 ml). A solution of bromine (1.4 mmols, 0.074 ml) in 0.5 ml DMF was added. The reaction was poured into ethyl acetate and brine. The organic phase was washed with water, dried over sodium sulfate, and concentrated. The intermediate was chromatographed over silica gel eluted with 50 % ether in hexane to yield 380 mg of 3-bromo-5-(2-cyanophenyl) indole (MS) Reactants: ClC1=C2C=CNC2=CC=C1F (4-chloro-5-fluoroindole), O (water), [H-].[Na+] (sodium hydride), C[C@@H]1OC1 ((S)-methyloxirane). Run in O1CCCC1 (tetrahydrofuran), CCOCC (ether). Conditions: time 1 hour. Yields the product ClC1=C2C=CN(C2=CC=C1F)C[C@H](C)O ((S)-1-(4-chloro-5-fluoro-indol-1-yl)-propan-2-ol). The yield is 78.9%. As a reaction SMILES: [H-].[Na+].[Cl:3][C:4]1[C:12]([F:13])=[CH:11][CH:10]=[C:9]2[C:5]=1[CH:6]=[CH:7][NH:8]2.[CH3:14][C@H:15]1[CH2:17][O:16]1.O>O1CCCC1.CCOCC>[Cl:3][C:4]1[C:12]([F:13])=[CH:11][CH:10]=[C:9]2[C:5]=1[CH:6]=[CH:7][N:8]2[CH2:14][C@@H:15]([OH:16])[CH3:17] |f:0.1|. Procedure: A suspension of 0.11 g of sodium hydride dispersion in 15 ml of tetrahydrofuran was treated with 0.5 g of 4-chloro-5-fluoroindole at 0° and stirred at this temperature for 1 hour. After the addition of 0.4 ml of (S)-methyloxirane the reaction mixture was stirred at s room temperature for 48 hours and subsequently treated with water. The mixture was diluted with ether, washed with water and with saturated sodium chloride solution and the organic phase was dried over sodium sulfate. After removal ... Reactants: NC1=C2C(=NC(=C1C(=O)OCC)C)SC(=C2C)Br (ethyl 4-amino-2-bromo-3,6-dimethylthieno[2,3-b]pyridine-5-carboxylate), [OH-].[Na+] (NaOH). Run in C(C)O (ethanol). Run at temperature 100 celsius, time 4 hour. The product is NC1=C2C(=NC(=C1C(=O)O)C)SC(=C2C)Br (4-Amino-2-bromo-3,6-dimethylthieno[2,3-b]pyridine-5-carboxylic acid). Yield: 92.0%. Reaction SMILES: [NH2:1][C:2]1[C:7]([C:8]([O:10]CC)=[O:9])=[C:6]([CH3:13])[N:5]=[C:4]2[S:14][C:15]([Br:18])=[C:16]([CH3:17])[C:3]=12.[OH-].[Na+]>C(O)C>[NH2:1][C:2]1[C:7]([C:8]([OH:10])=[O:9])=[C:6]([CH3:13])[N:5]=[C:4]2[S:14][C:15]([Br:18])=[C:16]([CH3:17])[C:3]=12 |f:1.2|. Reported procedure: To a solution of ethyl 4-amino-2-bromo-3,6-dimethylthieno[2,3-b]pyridine-5-carboxylate (Description 31) (857 mg, 2.60 mmol) in ethanol (25 mL) was added aqueous NaOH (2M) (2.60 mL, 5.21 mmol) and reaction mixture stirred at 100° C. for 4 h. The mixture was then cooled to RT before the solvent was removed in vacuo. The residue was then taken-up in water (20 mL) before acidifying with aqueous HCl (2M) (2 mL) to form a precipitate. The mixture was then subjected to a centrifuge and the aqueous solu... Reactants: B1(OCCCO1)C2=CN=CC=C2 (pyridine-3-boronic acid 1,3-propanediol cyclic ester), C1(=CC=CC=C1)P(C1=CC=CC=C1)C1=CC=CC=C1 (triphenylphosphine), CC(CCCN1C(=NC=2C(=NC=3C=C(C=CC3C21)Br)N)COCC)S(=O)(=O)N (Methyl 4-(4-amino-7-bromo-2-ethoxymethyl-1H-imidazo[4,5-c]quinolin-1-yl)butane-1-sulfonamide), B1(OCCCO1)C2=CN=CC=C2 (pyridine-3-boronic acid 1,3-propanediol cyclic ester). The reagents and catalysts are C(C)(=O)[O-].[Pd+2].C(C)(=O)[O-] (palladium acetate). Yields the product CC(CCCN1C(=NC=2C(=NC=3C=C(C=CC3C21)C=2C=NC=CC2)N)COCC)S(=O)(=O)N (methyl 4-[4-amino-2-ethoxymethyl-7-(pyridin-3-yl)-1H-imidazo[4,5-c]quinolin-1-yl]butane-1-sulfonamide). Isolated yield 97.9%. As a reaction SMILES: [CH3:1][CH:2]([S:25]([NH2:28])(=[O:27])=[O:26])[CH2:3][CH2:4][CH2:5][N:6]1[C:18]2[C:17]3[CH:16]=[CH:15][C:14](Br)=[CH:13][C:12]=3[N:11]=[C:10]([NH2:20])[C:9]=2[N:8]=[C:7]1[CH2:21][O:22][CH2:23][CH3:24].B1([C:35]2[CH:40]=[CH:39][CH:38]=[N:37][CH:36]=2)OCCCO1.C1(P(C2C=CC=CC=2)C2C=CC=CC=2)C=CC=CC=1>C([O-])(=O)C.[Pd+2].C([O-])(=O)C>[CH3:1][CH:2]([S:25]([NH2:28])(=[O:27])=[O:26])[CH2:3][CH2:4][CH2:5][N:6]1[C:18]2[C:17]3[CH:16]=[CH:15][C:14]([C:35]4[CH:36]=[N:37][CH:38]=[CH:39][CH:40]=4)=[CH:13][C:12]=3[N:11]=[C:10]([NH2:20])[C:9]=2[N:8]=[C:7]1[CH2:21][O:22][CH2:23][CH3:24] |f:3.4.5|. Procedure details: Methyl 4-(4-amino-7-bromo-2-ethoxymethyl-1H-imidazo[4,5-c]quinolin-1-yl)butane-1-sulfonamide (0.78 g, 1.7 mmol) and pyridine-3-boronic acid 1,3-propanediol cyclic ester (0.33 g, 2.0 mmol) were coupled according to the method described in Part J of Example 1. The reaction was heated at reflux for 15 hours, at which time additional pyridine-3-boronic acid 1,3-propanediol cyclic ester, palladium acetate, and triphenylphosphine were added, and the reaction was heated for an additional three hours. T... The reactants are ClC1=CC=C(S1)B(O)O (5-chlorothiophene-2-boronic acid), C(=O)([O-])[O-].[Na+].[Na+] (Na2CO3), IC=1C=C(C=CC1)O (3-iodophenol). The reagents and catalysts are C=1C=CC(=CC1)[P](C=2C=CC=CC2)(C=3C=CC=CC3)[Pd]([P](C=4C=CC=CC4)(C=5C=CC=CC5)C=6C=CC=CC6)([P](C=7C=CC=CC7)(C=8C=CC=CC8)C=9C=CC=CC9)[P](C=1C=CC=CC1)(C=1C=CC=CC1)C=1C=CC=CC1 (Pd(PPh3)4). The solvent is O (H2O), COCCOC (DME). Run at time 20 minute. The product is ClC1=CC=C(S1)C=1C=C(C=CC1)O (3-(5-chloro-2-thienyl)phenol). Yield: 91.8%. RXN SMILES: I[C:2]1[CH:3]=[C:4]([OH:8])[CH:5]=[CH:6][CH:7]=1.[Cl:9][C:10]1[S:14][C:13](B(O)O)=[CH:12][CH:11]=1.C([O-])([O-])=O.[Na+].[Na+]>COCCOC.O.C1C=CC([P]([Pd]([P](C2C=CC=CC=2)(C2C=CC=CC=2)C2C=CC=CC=2)([P](C2C=CC=CC=2)(C2C=CC=CC=2)C2C=CC=CC=2)[P](C2C=CC=CC=2)(C2C=CC=CC=2)C2C=CC=CC=2)(C2C=CC=CC=2)C2C=CC=CC=2)=CC=1>[Cl:9][C:10]1[S:14][C:13]([C:2]2[CH:3]=[C:4]([OH:8])[CH:5]=[CH:6][CH:7]=2)=[CH:12][CH:11]=1 |f:2.3.4,^1:34,36,55,74|. Procedure: To a solution of 3-iodophenol (1.0 g, 4.55 mmol) in DME (10 ml) was added Pd(PPh3)4 (263 mg, 0.227 mmol) at ambient temperature under N2. After stirring for 20 min., 5-chlorothiophene-2-boronic acid (886 mg, 5.45 mmol) and a solution of Na2CO3 (723 mg, 6.82 mmol) in H2O (3 ml) were added and the mixture was refluxed for 2 h. The mixture was cooled to room temperature and partitioned between ethyl acetate (30 ml) and H2O. The organic layer was washed with saturated NaHCO3 aqueous solution, H2O an... Starting materials: ClC1=NC=C(C(=O)NCC2=CC(=CC=C2)OC)C=C1 (6-chloro-N-(3-methoxybenzyl)nicotinamide), ClC1=NC=C(C(=O)NCC2=CC(=CC=C2)OC)C=C1 (6-chloro-N-(3-methoxybenzyl)nicotinamide), CC1=C(C=C(C=C1)NC(=O)C1=COC=C1)B1OC(C(O1)(C)C)(C)C (N-[4-methyl-3-(4,4,5,5-tetramethyl-[1,3,2]dioxaborolan-2-yl)-phenyl]-3-furamide), CC1=C(C=C(C=C1)NC(=O)C1=COC=C1)B1OC(C(O1)(C)C)(C)C (N-[4-methyl-3-(4,4,5,5-tetramethyl-[1,3,2]dioxaborolan-2-yl)-phenyl]-3-furamide). Product: O1C=C(C=C1)C(=O)NC=1C=CC(=C(C1)C1=NC=C(C(=O)NCC2=CC(=CC=C2)OC)C=C1)C (6-[5-(Fur-3-ylcarbonylamino)-2-methyl-phenyl]-N-(3-methoxybenzyl)-nicotinamide). RXN SMILES: Cl[C:2]1[CH:19]=[CH:18][C:5]([C:6]([NH:8][CH2:9][C:10]2[CH:15]=[CH:14][CH:13]=[C:12]([O:16][CH3:17])[CH:11]=2)=[O:7])=[CH:4][N:3]=1.[CH3:20][C:21]1[CH:26]=[CH:25][C:24]([NH:27][C:28]([C:30]2[CH:34]=[CH:33][O:32][CH:31]=2)=[O:29])=[CH:23][C:22]=1B1OC(C)(C)C(C)(C)O1>>[O:32]1[CH:33]=[CH:34][C:30]([C:28]([NH:27][C:24]2[CH:23]=[CH:22][C:21]([CH3:20])=[C:26]([C:2]3[CH:19]=[CH:18][C:5]([C:6]([NH:8][CH2:9][C:10]4[CH:15]=[CH:14][CH:13]=[C:12]([O:16][CH3:17])[CH:11]=4)=[O:7])=[CH:4][N:3]=3)[CH:25]=2)=[O:29])=[CH:31]1. Procedure: 6-[5-(Fur-3-ylcarbonylamino)-2-methyl-phenyl]-N-(3-methoxybenzyl)-nicotinamide was prepared from 6-chloro-N-(3-methoxybenzyl)nicotinamide (Intermediate 3) and N-[4-methyl-3-(4,4,5,5-tetramethyl-[1,3,2]dioxaborolan-2-yl)-phenyl]-3-furamide (Intermediate 13) using General Method B. LCMS: retention time 3.17 min, MH 442. NMR: δH [2H6]-DMSO 9.99,(1H, s), 9.29,(1H, t), 9.15,(1H, d), 8.38,(1H, s), 8.34,(1H, dd), 7.81,(2H, m), 7.75,(1H, d), 7.67,(1H, d), 7.31-7.25,(2H, m), 7.00.(1H, s), 6.94,(2H, m), 6...